This data is from the Open Reaction Database (ORD), a public repository of structured organic reaction records. The task is: describe an organic reaction: reactants, conditions, products, and yield The reactants are [H-].[Na+] (NaH), [Si](C)(C)(C(C)(C)C)OC[C@@H]1[C@H]([C@@H]([C@H]([C@](O1)(OC)C1=CC(=C(C=C1)Cl)CC1=CC=C(C=C1)OCCOC1CC1)O)O)O ((2S,3R,4S,5S,6R)-6-[(tert-butyl(dimethyl)silyl)oxymethyl]-2-[4-chloro-3-[[4-[2-(cyclopropoxy)ethoxy]phenyl]methyl]phenyl]-2-methoxy-tetrahydropyran-3,4,5-triol), C(C1=CC=CC=C1)Br (benzyl bromide). The solvent is CN(C=O)C (N,N-dimethyl formamide). Conditions: temperature 0 celsius, time 16 hour. Product: C(C1=CC=CC=C1)O[C@@H]1[C@H](O[C@@]([C@@H]([C@H]1OCC1=CC=CC=C1)OCC1=CC=CC=C1)(OC)C1=CC(=C(C=C1)Cl)CC1=CC=C(C=C1)OCCOC1CC1)CO[Si](C)(C)C(C)(C)C ([[(2R,3R,4S,5R,6S)-3,4,5-tribenzyloxy-6-[4-chloro-3-[[4-[2-(cyclopropoxy)ethoxy]phenyl]methyl]phenyl]-6-methoxy-tetrahydropyran-2-yl]methoxy]-tert-butyl-dim-ethyl-silane). The yield is 196.9%. Reaction SMILES: [Si:1]([O:8][CH2:9][C@H:10]1[O:15][C@:14]([C:18]2[CH:23]=[CH:22][C:21]([Cl:24])=[C:20]([CH2:25][C:26]3[CH:31]=[CH:30][C:29]([O:32][CH2:33][CH2:34][O:35][CH:36]4[CH2:38][CH2:37]4)=[CH:28][CH:27]=3)[CH:19]=2)([O:16][CH3:17])[C@H:13]([OH:39])[C@@H:12]([OH:40])[C@@H:11]1[OH:41])([C:4]([CH3:7])([CH3:6])[CH3:5])([CH3:3])[CH3:2].[H-].[Na+].[CH2:44](Br)[C:45]1[CH:50]=[CH:49][CH:48]=[CH:47][CH:46]=1>CN(C)C=O>[CH2:44]([O:41][C@H:11]1[C@H:12]([O:40][CH2:25][C:26]2[CH:31]=[CH:30][CH:29]=[CH:28][CH:27]=2)[C@@H:13]([O:39][CH2:14][C:18]2[CH:23]=[CH:22][CH:21]=[CH:20][CH:19]=2)[C@@:14]([C:18]2[CH:23]=[CH:22][C:21]([Cl:24])=[C:20]([CH2:25][C:26]3[CH:27]=[CH:28][C:29]([O:32][CH2:33][CH2:34][O:35][CH:36]4[CH2:38][CH2:37]4)=[CH:30][CH:31]=3)[CH:19]=2)([O:16][CH3:17])[O:15][C@@H:10]1[CH2:9][O:8][Si:1]([C:4]([CH3:6])([CH3:7])[CH3:5])([CH3:3])[CH3:2])[C:45]1[CH:50]=[CH:49][CH:48]=[CH:47][CH:46]=1 |f:1.2|. Procedure details: (2S,3R,4S,5S,6R)-6-[(tert-butyl(dimethyl)silyl)oxymethyl]-2-[4-chloro-3-[[4-[2-(cyclopropoxy)ethoxy]phenyl]methyl]phenyl]-2-methoxy-tetrahydropyran-3,4,5-triol 1b (3.0 g, 4.92 mmol) was dissolved in 50 mL N,N-dimethyl formamide and cooled to 0° C. 60% NaH (984 mg, 24.6 mmol) was added. Then the reaction mixture was warmed to room temperature and stirred for 15 minutes before benzyl bromide (2.95 mL, 24.6 mmol) was added. The mixture was stirred for 16 hours. The reaction mixture was concentrated... The reactants are ClCCl, Cc1cc(C)cc(C(=O)Cl)c1, COc1ccc(Cc2coc3ccccc23)cc1, [Cl-]. Product: COc1ccc(Cc2c(C(=O)c3cc(C)cc(C)c3)oc3ccccc23)cc1. As a reaction SMILES: [CH2:31]([Cl:32])[Cl:33].[CH3:19][c:20]1[cH:21][c:22]([C:23](=[O:24])[Cl:25])[cH:26][c:27]([CH3:29])[cH:28]1.[CH3:1][O:2][c:3]1[cH:4][cH:5][c:6]([CH2:7][c:8]2[cH:9][o:10][c:11]3[c:12]2[cH:13][cH:14][cH:15][cH:16]3)[cH:17][cH:18]1.[Cl-:30]>>[CH3:1][O:2][c:3]1[cH:4][cH:5][c:6]([CH2:7][c:8]2[c:9]([C:23]([c:22]3[cH:21][c:20]([CH3:19])[cH:28][c:27]([CH3:29])[cH:26]3)=[O:24])[o:10][c:11]3[c:12]2[cH:13][cH:14][cH:15][cH:16]3)[cH:17][cH:18]1. The reactants are B, COc1cccc2c1OC1C3CCC4(CC3)C(=O)N(C)CCC214, CSC, Cl, C1CCOC1. Yields the product COc1cccc2c1OC1C3CCC4(CC3)CN(C)CCC214. RXN SMILES: [BH3:27].[CH3:1][O:2][c:3]1[cH:4][cH:5][cH:6][c:7]2[c:8]1[O:9][CH:10]1[C:11]23[CH2:12][CH2:13][N:14]([CH3:23])[C:15](=[O:22])[C:16]32[CH2:17][CH2:18][CH:19]1[CH2:20][CH2:21]2.[CH3:24][S:25][CH3:26].[ClH:28].[O:29]1[CH2:30][CH2:31][CH2:32][CH2:33]1>>[CH3:1][O:2][c:3]1[cH:4][cH:5][cH:6][c:7]2[c:8]1[O:9][CH:10]1[C:11]23[CH2:12][CH2:13][N:14]([CH3:23])[CH2:15][C:16]32[CH2:17][CH2:18][CH:19]1[CH2:20][CH2:21]2. The reactants are Nc1cccc(C(F)(F)F)c1F, O=C1CCC(=O)N1Br, CN(C)C=O. Yields the product Nc1ccc(Br)c(C(F)(F)F)c1F. As a reaction SMILES: [F:1][c:2]1[c:3]([NH2:4])[cH:5][cH:6][cH:7][c:8]1[C:9]([F:10])([F:11])[F:12].[O:13]=[C:14]1[N:15]([Br:20])[C:16](=[O:17])[CH2:18][CH2:19]1.[O:21]=[CH:22][N:23]([CH3:24])[CH3:25]>>[F:1][c:2]1[c:3]([NH2:4])[cH:5][cH:6][c:7]([Br:20])[c:8]1[C:9]([F:10])([F:11])[F:12]. Reactants: CC(=O)O, CCO, COc1cc(C(C)C)c(Oc2cnc(N)nc2N)cc1[N+](=O)[O-]. The product is COc1cc(C(C)C)c(Oc2cnc(N)nc2N)cc1N. Reaction SMILES: [C:24]([OH:25])(=[O:26])[CH3:27].[CH3:28][CH2:29][OH:30].[CH:1]([CH3:2])([CH3:3])[c:4]1[c:5]([O:6][c:7]2[c:8]([NH2:14])[n:9][c:10]([NH2:13])[n:11][cH:12]2)[cH:15][c:16]([N+:21]([O-:22])=[O:23])[c:17]([O:19][CH3:20])[cH:18]1>>[CH:1]([CH3:2])([CH3:3])[c:4]1[c:5]([O:6][c:7]2[c:8]([NH2:14])[n:9][c:10]([NH2:13])[n:11][cH:12]2)[cH:15][c:16]([NH2:21])[c:17]([O:19][CH3:20])[cH:18]1.